This data is from the Open Reaction Database (ORD), a public repository of structured organic reaction records. The task is: describe an organic reaction: reactants, conditions, products, and yield Reactants: FC1=CC(=CC=C1)OC (1-fluoro-3-methoxy-benzene), C(CCC)[Li] (n-butyl lithium), [Cl-].[NH4+] (ammonium chloride), C(C)(C)(C)OC(=O)N1CCC(CC1)=O (4-oxo-piperidine-1-carboxylic acid tert-butyl ester). The solvent is C1CCOC1 (THF), C(C)(=O)OCC (ethyl acetate), C1CCOC1 (THF). Run at time 8 hour. Yields the product C(C)(C)(C)OC(=O)N1CCC(CC1)(O)C1=C(C=CC=C1OC)F (4-(2-fluoro-6-methoxy-phenyl)-4-hydroxy-piperidine-1-carboxylic acid tert-butyl ester). The yield is 30.2%. As a reaction SMILES: [F:1][C:2]1[CH:7]=[CH:6][CH:5]=[C:4]([O:8][CH3:9])[CH:3]=1.C([Li])CCC.[C:15]([O:19][C:20]([N:22]1[CH2:27][CH2:26][C:25](=[O:28])[CH2:24][CH2:23]1)=[O:21])([CH3:18])([CH3:17])[CH3:16].[Cl-].[NH4+]>C1COCC1.C(OCC)(=O)C>[C:15]([O:19][C:20]([N:22]1[CH2:27][CH2:26][C:25]([C:3]2[C:4]([O:8][CH3:9])=[CH:5][CH:6]=[CH:7][C:2]=2[F:1])([OH:28])[CH2:24][CH2:23]1)=[O:21])([CH3:18])([CH3:16])[CH3:17] |f:3.4|. Procedure: A solution of 1-fluoro-3-methoxy-benzene (10.0 g, 79.3 mmol) in dry THF (100 mL) was treated with n-butyl lithium (1.6M in hexane, 49.8 mL, 79.3 mmol) at −78° C. for five hours. A solution of 4-oxo-piperidine-1-carboxylic acid tert-butyl ester (15.8 g, 79.3 mmol) in THF (50 mL) was added at a rate so that the temperature was maintained below −5° C., and the reaction mixture was allowed to warm to rt and stirred overnight. Saturated aqueous ammonium chloride (50 mL) followed by ethyl acetate (10 ... Reported procedure: The process is performed according to the procedure described in Example 3 (step 3.4). Starting with 1.14 g (3.36 mmol) of 3{2-[1-(2-quinolyl)-4-piperidyl]-ethyl}-1,3-oxazolidine-2,4-dione, described in Example 8 (step 8.2), and 9.60 ml (67.20 mmol) of a solution (7M) of aqueous ammonia in methanol, and after chromatography on silica gel, eluting with a 95/5 mixture of dichloromethane and methanol, followed by recrystallization from ethyl acetate, 0.360 g of pure product is obtained in the form ... As a reaction SMILES: [N:1]1[C:10]2[C:5](=[CH:6][CH:7]=[CH:8][CH:9]=2)[CH:4]=[CH:3][C:2]=1[N:11]1[CH2:16][CH2:15][CH:14]([CH2:17][CH2:18][N:19]2[C:23](=[O:24])[CH2:22][O:21][C:20]2=[O:25])[CH2:13][CH2:12]1.[NH3:26]>CO>[N:1]1[C:10]2[C:5](=[CH:6][CH:7]=[CH:8][CH:9]=2)[CH:4]=[CH:3][C:2]=1[N:11]1[CH2:16][CH2:15][CH:14]([CH2:17][CH2:18][NH:19][C:20](=[O:25])[O:21][CH2:22][C:23]([NH2:26])=[O:24])[CH2:13][CH2:12]1. Product: N1=C(C=CC2=CC=CC=C12)N1CCC(CC1)CCNC(OCC(=O)N)=O (2-Amino-2-oxoethyl 2-[1-(2-quinolyl)-4-piperidyl]ethylcarbamate). Reactants: N1=C(C=CC2=CC=CC=C12)N1CCC(CC1)CCN1C(OCC1=O)=O (3{2-[1-(2-quinolyl)-4-piperidyl]-ethyl}-1,3-oxazolidine-2,4-dione), solution, N (ammonia). Run in CO (methanol). Yields the product ClC1=CC(=NC(=N1)SCC1=C(C(=CC=C1)F)F)O[C@@H]([C@@H](C)O)C ((2R,3R)-3-({6-chloro-2-[(2,3-difluorobenzyl)thio]pyrimidin-4-yl}oxy)butan-2-ol). Solvent: O1CCCC1 (tetrahydrofuran). Procedure details: To a solution of (2R,3R)-butane-2,3-diol (250 mg) and 4,6-Dichloro-2-[(2,3-difluorobenzyl)thio]pyrimidine (the product of example 1 step (ii)) (427 mg) in anhydrous tetrahydrofuran (20 ml) at ambient temperature was added 60% sodium hydride (33.4 mg). After stirring for 15 minutes the reaction mixture was partitioned between aq. ammonium chloride solution and ethyl acetate. The organics collected, dried (MgSO4) and solvents removed under vacuo to give the subtitle compound as colourless gum. Yie... Reactants: C[C@H]([C@@H](C)O)O ((2R,3R)-butane-2,3-diol), ClC1=NC(=NC(=C1)Cl)SCC1=C(C(=CC=C1)F)F (4,6-Dichloro-2-[(2,3-difluorobenzyl)thio]pyrimidine), product, [H-].[Na+] (sodium hydride). Reaction conditions: time 15 minute. RXN SMILES: [CH3:1][C@@H:2]([OH:6])[C@H:3]([OH:5])[CH3:4].[Cl:7][C:8]1[CH:13]=[C:12](Cl)[N:11]=[C:10]([S:15][CH2:16][C:17]2[CH:22]=[CH:21][CH:20]=[C:19]([F:23])[C:18]=2[F:24])[N:9]=1.[H-].[Na+]>O1CCCC1>[Cl:7][C:8]1[N:9]=[C:10]([S:15][CH2:16][C:17]2[CH:22]=[CH:21][CH:20]=[C:19]([F:23])[C:18]=2[F:24])[N:11]=[C:12]([O:5][C@H:3]([CH3:4])[C@H:2]([OH:6])[CH3:1])[CH:13]=1 |f:2.3|. Starting materials: O=C([O-])[O-], COc1cccc(C=Cc2nc3c(s2)NCCC3)c1OC, CN(C)CCCl, CN(C)C=O, Cl, [K+], [K+], O. Yields the product COc1cccc(C=Cc2nc3c(s2)N(CCN(C)C)CCC3)c1OC, Cl, Cl. Reaction SMILES: [C:22](=[O:23])([O-:24])[O-:25].[CH3:1][O:2][c:3]1[c:4]([CH:5]=[CH:6][c:7]2[s:8][c:9]3[c:14]([n:15]2)[CH2:13][CH2:12][CH2:11][NH:10]3)[cH:16][cH:17][cH:18][c:19]1[O:20][CH3:21].[CH3:29][N:30]([CH3:31])[CH2:32][CH2:33][Cl:34].[CH3:36][N:37]([CH3:38])[CH:39]=[O:40].[ClH:28].[K+:26].[K+:27].[OH2:35]>>[CH3:1][O:2][c:3]1[c:4]([CH:5]=[CH:6][c:7]2[s:8][c:9]3[c:14]([n:15]2)[CH2:13][CH2:12][CH2:11][N:10]3[CH2:33][CH2:32][N:30]([CH3:29])[CH3:31])[cH:16][cH:17][cH:18][c:19]1[O:20][CH3:21].[ClH:28].[ClH:34]. Starting materials: ClC1=NC(=NC(=N1)C)N(CC1=CC=C(C=C1)OC)CC1=CC=C(C=C1)OC (4-chloro-N,N-bis(4-methoxybenzyl)-6-methyl-1,3,5-triazin-2-amine), FC1=NC=C(C=C1B(O)O)CN1CCSCC1 (2-fluoro-5-(thiomorpholinomethyl)pyridin-3-ylboronic acid), C(C)(=O)[O-].[K+] (potassium acetate). The yield is 67.3%. Reaction SMILES: Cl[C:2]1[N:7]=[C:6]([CH3:8])[N:5]=[C:4]([N:9]([CH2:19][C:20]2[CH:25]=[CH:24][C:23]([O:26][CH3:27])=[CH:22][CH:21]=2)[CH2:10][C:11]2[CH:16]=[CH:15][C:14]([O:17][CH3:18])=[CH:13][CH:12]=2)[N:3]=1.[F:28][C:29]1[C:34](B(O)O)=[CH:33][C:32]([CH2:38][N:39]2[CH2:44][CH2:43][S:42][CH2:41][CH2:40]2)=[CH:31][N:30]=1.C([O-])(=O)C.[K+]>CCO.O>[F:28][C:29]1[C:34]([C:2]2[N:7]=[C:6]([CH3:8])[N:5]=[C:4]([N:9]([CH2:19][C:20]3[CH:25]=[CH:24][C:23]([O:26][CH3:27])=[CH:22][CH:21]=3)[CH2:10][C:11]3[CH:16]=[CH:15][C:14]([O:17][CH3:18])=[CH:13][CH:12]=3)[N:3]=2)=[CH:33][C:32]([CH2:38][N:39]2[CH2:44][CH2:43][S:42][CH2:41][CH2:40]2)=[CH:31][N:30]=1 |f:2.3|. Reported procedure: A mixture of 4-chloro-N,N-bis(4-methoxybenzyl)-6-methyl-1,3,5-triazin-2-amine (312 mg, 0.811 mmol), 2-fluoro-5-(thiomorpholinomethyl)pyridin-3-ylboronic acid (249 mg, 0.973 mmol), Am-Phos (40 mg, 0.057 mmol), and potassium acetate (239 mg, 2.432 mmol) in EtOH (3.5 mL) and water (1.5 mL) was heated in a microwave at 100° C. for 30 min. The mixture was partitioned between EtOAc (20 mL) and 1 N NaOH (3 mL). The separated EtOAc layer was washed with brine, concentrated and purified on a Redi-Sep pre... Product: FC1=NC=C(C=C1C1=NC(=NC(=N1)C)N(CC1=CC=C(C=C1)OC)CC1=CC=C(C=C1)OC)CN1CCSCC1 (4-(2-fluoro-5-(thiomorpholinomethyl)pyridin-3-yl)-N,N-bis(4-methoxybenzyl)-6-methyl-1,3,5-triazin-2-amine). The solvent is CCO (EtOH), O (water). Reaction conditions: temperature 100 celsius.